Dataset: the Open Reaction Database (ORD), a public repository of structured organic reaction records. Task: describe an organic reaction: reactants, conditions, products, and yield The reactants are BrB(Br)Br, ClCCl, COc1ccc2c(=O)cc(-c3ccccc3)oc2c1, CO. Yields the product O=c1cc(-c2ccccc2)oc2cc(O)ccc12. RXN SMILES: [B:20]([Br:21])([Br:22])[Br:23].[CH2:26]([Cl:27])[Cl:28].[CH3:1][O:2][c:3]1[cH:4][cH:5][c:6]2[c:7](=[O:19])[cH:8][c:9](-[c:13]3[cH:14][cH:15][cH:16][cH:17][cH:18]3)[o:10][c:11]2[cH:12]1.[CH3:24][OH:25]>>[OH:2][c:3]1[cH:4][cH:5][c:6]2[c:7](=[O:19])[cH:8][c:9](-[c:13]3[cH:14][cH:15][cH:16][cH:17][cH:18]3)[o:10][c:11]2[cH:12]1. Reactants: C1(=CC=CC=C1)P(C1=CC=CC=2C(C3=CC=CC(=C3OC12)P(C1=CC=CC=C1)C1=CC=CC=C1)(C)C)C1=CC=CC=C1 (4,5-bis(diphenylphosphino)-9,9-dimethylxanthene), FC(S(=O)(=O)OC=1N=C(N(C(C1)=O)C1=CC=C(C=C1)OCC(F)(F)F)CCC(F)(F)F)(F)F (6-oxo-1-[4-(2,2,2-trifluoroethoxy)phenyl]-2-(3,3,3-trifluoropropyl)-1,6-dihydropyrimidin-4-yl trifluoromethanesulfonate), C1(=CC=CC=C1)C(=N)C1=CC=CC=C1 (1,1-diphenylmethanimine), C([O-])([O-])=O.[Cs+].[Cs+] (cesium carbonate). Reagents/catalysts: C=1C=CC(=CC1)/C=C/C(=O)/C=C/C2=CC=CC=C2.C=1C=CC(=CC1)/C=C/C(=O)/C=C/C2=CC=CC=C2.C=1C=CC(=CC1)/C=C/C(=O)/C=C/C2=CC=CC=C2.[Pd].[Pd] (tris(dibenzylideneacetone)dipalladium(0)). The solvent is C1(=CC=CC=C1)C (toluene). Reaction conditions: temperature 100 celsius, time 8 hour. The product is NC1=CC(N(C(=N1)CCC(F)(F)F)C1=CC=C(C=C1)OCC(F)(F)F)=O (6-amino-3-[4-(2,2,2-trifluoroethoxy)phenyl]-2-(3,3,3-trifluoropropyl)pyrimidin-4(3H)-one). Reaction SMILES: C1(P(C2C=CC=CC=2)C2C3OC4C(=CC=CC=4P(C4C=CC=CC=4)C4C=CC=CC=4)C(C)(C)C=3C=CC=2)C=CC=CC=1.FC(F)(F)S(O[C:49]1[N:50]=[C:51]([CH2:68][CH2:69][C:70]([F:73])([F:72])[F:71])[N:52]([C:56]2[CH:61]=[CH:60][C:59]([O:62][CH2:63][C:64]([F:67])([F:66])[F:65])=[CH:58][CH:57]=2)[C:53](=[O:55])[CH:54]=1)(=O)=O.C1(C(C2C=CC=CC=2)=[NH:83])C=CC=CC=1.C(=O)([O-])[O-].[Cs+].[Cs+]>C1(C)C=CC=CC=1.C1C=CC(/C=C/C(/C=C/C2C=CC=CC=2)=O)=CC=1.C1C=CC(/C=C/C(/C=C/C2C=CC=CC=2)=O)=CC=1.C1C=CC(/C=C/C(/C=C/C2C=CC=CC=2)=O)=CC=1.[Pd].[Pd]>[NH2:83][C:49]1[N:50]=[C:51]([CH2:68][CH2:69][C:70]([F:72])([F:73])[F:71])[N:52]([C:56]2[CH:61]=[CH:60][C:59]([O:62][CH2:63][C:64]([F:65])([F:67])[F:66])=[CH:58][CH:57]=2)[C:53](=[O:55])[CH:54]=1 |f:3.4.5,7.8.9.10.11|. Reported procedure: To a solution of tris(dibenzylideneacetone)dipalladium(0) (537 mg), 4,5-bis(diphenylphosphino)-9,9-dimethylxanthene (679 mg) in toluene (50 mL) were added 6-oxo-1-[4-(2,2,2-trifluoroethoxy)phenyl]-2-(3,3,3-trifluoropropyl)-1,6-dihydropyrimidin-4-yl trifluoromethanesulfonate (5.03 g), 1,1-diphenylmethanimine (1.97 mL) and cesium carbonate (7.97 g) at room temperature, and the mixture was stirred overnight at 100° C. The reaction mixture was concentrated under reduced pressure. To the residue was ... Starting materials: N1=C(C=CC=C1)C(=O)C1=NC=CC=C1 (pyridyl ketone), [Br-].C(=O)(O)CCCC[P+](C1=CC=CC=C1)(C1=CC=CC=C1)C1=CC=CC=C1 ((4-carboxybutyl)triphenylphosphonium bromide), CC(C)(C)[O-].[K+] (t-BuOK), CO (MeOH). Run in C1CCOC1 (THF). Yields the product AcOH-, C(\C=C\CCC)(=O)O ((E)-hexenoic acid), C(\C=C/CCC)(=O)O ((Z)-hexenoic acid). The yield is 88.6%. Reaction SMILES: N1C=CC=C[C:2]=1[C:7]([C:9]1[CH:14]=[CH:13][CH:12]=[CH:11]N=1)=[O:8].[Br-].[C:16]([CH2:19][CH2:20][CH2:21][CH2:22][P+](C1C=CC=CC=1)(C1C=CC=CC=1)C1C=CC=CC=1)([OH:18])=[O:17].CC([O-])(C)C.[K+].CO>C1COCC1>[C:7]([OH:17])(=[O:8])/[CH:9]=[CH:14]/[CH2:13][CH2:12][CH3:11].[C:16]([OH:18])(=[O:17])/[CH:19]=[CH:20]\[CH2:21][CH2:22][CH3:2] |f:1.2,3.4|. Procedure: Prepared as above from 150.0 mg (0.35 mmol) of the pyridyl ketone, 308.2 mg (0.70 mmol) of (4-carboxybutyl)triphenylphosphonium bromide, and 1.4 mL (1.4 mmol) of 1.0 M t-BuOK in 1.5 mL of THF at 0° C. for 1.5 hr. Flash chromatography followed by preparative HPLC with MeOH--AcOH--CH2Cl2 (3.5:1.5:95) furnished 107.9 mg 60.2%) of (E)-hexenoic acid and 35.4 mg (19.8%) of (Z)-hexenoic acid (E/Z=3:1). The title (E)-isomer was characterized as follows: mp 86-90° C.; 1H NMR (CDCl3) δ 8.55 (br s, 1H), 8.... Starting materials: CC(=O)OI1(C=2C=CC=CC2C(=O)O1)(OC(=O)C)OC(=O)C (Dess-Martin periodinane), C1=CC=CC=2C3=CC=CC=C3C(C12)COC(=O)N1N=C(C=C1)NC(C(O)C1(CCC1)NC(C(CC1(CCCC1)F)NC(=O)OCC)=O)=O (3-(2-{1-[2-Ethoxycarbonylamino-3-(1-fluoro-cyclopentyl)-propionylamino]-cyclobutyl}-2-hydroxy-acetylamino)-pyrazole-1-carboxylic acid 9H-fluoren-9-ylmethyl ester). Solvent: ClCCCl (DCE). Reaction conditions: time 90 minute. Yields the product C1=CC=CC=2C3=CC=CC=C3C(C12)COC(=O)N1N=C(C=C1)NC(C(=O)C1(CCC1)NC(C(CC1(CCCC1)F)NC(=O)OCC)=O)=O (3-(2-{1-[2-Ethoxycarbonylamino-3-(1-fluoro-cyclopentyl)-propionylamino]-cyclobutyl}-2-oxo-acetylamino)-pyrazole-1-carboxylic acid 9H-fluoren-9-ylmethyl ester). Yield: 12.5%. As a reaction SMILES: CC(OI1(OC(C)=O)(OC(C)=O)OC(=O)C2C=CC=CC1=2)=O.[CH:23]1[C:35]2[CH:34]([CH2:36][O:37][C:38]([N:40]3[CH:44]=[CH:43][C:42]([NH:45][C:46](=[O:70])[CH:47]([C:49]4([NH:53][C:54](=[O:69])[CH:55]([NH:63][C:64]([O:66][CH2:67][CH3:68])=[O:65])[CH2:56][C:57]5([F:62])[CH2:61][CH2:60][CH2:59][CH2:58]5)[CH2:52][CH2:51][CH2:50]4)[OH:48])=[N:41]3)=[O:39])[C:33]3[C:28](=[CH:29][CH:30]=[CH:31][CH:32]=3)[C:27]=2[CH:26]=[CH:25][CH:24]=1>ClCCCl>[CH:23]1[C:35]2[CH:34]([CH2:36][O:37][C:38]([N:40]3[CH:44]=[CH:43][C:42]([NH:45][C:46](=[O:70])[C:47]([C:49]4([NH:53][C:54](=[O:69])[CH:55]([NH:63][C:64]([O:66][CH2:67][CH3:68])=[O:65])[CH2:56][C:57]5([F:62])[CH2:61][CH2:60][CH2:59][CH2:58]5)[CH2:50][CH2:51][CH2:52]4)=[O:48])=[N:41]3)=[O:39])[C:33]3[C:28](=[CH:29][CH:30]=[CH:31][CH:32]=3)[C:27]=2[CH:26]=[CH:25][CH:24]=1. Procedure: Dess-Martin periodinane (47 mg, 0.11 mmol) was added to a solution of alcohol 58-a (0.079 mmol) in anh. DCE (3 ml). The reaction mixture was stirred at room temperature for 90 min and then quenched with 10% aq. Na2S2O3 and aq. NaHCO3 (sat.). The phases were separated and the organic layer was dried (Na2SO4) and concentrated. Purification by flash column chromatography (EtOAc/iso-Hexane, 0:100-40:60) gave the title compound (6.5 mg, 13%). MS m/z 660.1 (M+H)+. Reactants: BrC1=CC=C(C=C1)CC(=O)O (4-Bromophenylacetic acid), ice water, C1(=CC=CC=C1)SC (thioanisole), [Al+3].[Cl-].[Cl-].[Cl-] (AlCl3). Run at temperature 90 celsius, time 30 minute. Yields the product BrC1=CC=C(C=C1)CC(=O)C1=CC=C(C=C1)SC (2-(4-Bromophenyl)-1-(4-methylthiophenyl)ethanone). Procedure details: 4-Bromophenylacetic acid (10.8 g, 0.050 mol) was disolved in thionyl chloride (50 mL) and stirred for 30 min at 90° C. The mixture was concentrated and the residual oil was disolved in carbon disulfide (100 mL) and thioanisole (12.5 g, 0.10 mol) was added and the mixture was cooled to 0° C., and AlCl3 (14.7 g, 0.11 mol) was added portionwise. The mixture was stirred at room temperature for 16 h. The resultant dark green suspension was poured into ice water (150 mL) and extracted with CH2Cl2 (150... Solvent: S(=O)(Cl)Cl (thionyl chloride), CCOCC (ether). Isolated yield 52.3%. Reaction SMILES: [Br:1][C:2]1[CH:7]=[CH:6][C:5]([CH2:8][C:9]([OH:11])=O)=[CH:4][CH:3]=1.[C:12]1([S:18][CH3:19])[CH:17]=[CH:16][CH:15]=[CH:14][CH:13]=1.[Al+3].[Cl-].[Cl-].[Cl-]>S(Cl)(Cl)=O.CCOCC>[Br:1][C:2]1[CH:3]=[CH:4][C:5]([CH2:8][C:9]([C:15]2[CH:16]=[CH:17][C:12]([S:18][CH3:19])=[CH:13][CH:14]=2)=[O:11])=[CH:6][CH:7]=1 |f:2.3.4.5|. Starting materials: COC(C1=CN=C(C=C1)C(=O)N1CCN(CC1)C1=NC=CC=C1NC(C)C)=O (6-[1-[3-(isopropylamino)-2-pyridyl]piperazin-4-yl-carbonyl]nicotinic acid methyl ester), COCCN (2-methoxyethylamine). The product is C(C)(C)NC=1C(=NC=CC1)N1CCN(CC1)C(=O)C1=NC=C(C=C1)C(NCCOC)=O (2-[1-[3-(isopropylamino)-2-pyridyl]piperazin-4-yl-carbonyl]-5-[N-(2-methoxyethyl)carbamoyl]pyridine). Yield: 73.0%. Reaction SMILES: CO[C:3](=[O:28])[C:4]1[CH:9]=[CH:8][C:7]([C:10]([N:12]2[CH2:17][CH2:16][N:15]([C:18]3[C:23]([NH:24][CH:25]([CH3:27])[CH3:26])=[CH:22][CH:21]=[CH:20][N:19]=3)[CH2:14][CH2:13]2)=[O:11])=[N:6][CH:5]=1.[CH3:29][O:30][CH2:31][CH2:32][NH2:33]>>[CH:25]([NH:24][C:23]1[C:18]([N:15]2[CH2:14][CH2:13][N:12]([C:10]([C:7]3[CH:8]=[CH:9][C:4]([C:3](=[O:28])[NH:33][CH2:32][CH2:31][O:30][CH3:29])=[CH:5][N:6]=3)=[O:11])[CH2:17][CH2:16]2)=[N:19][CH:20]=[CH:21][CH:22]=1)([CH3:27])[CH3:26]. Procedure: By the same procedure as described in the example 25, the synthesis was carried out starting with 6-[1-[3-(isopropylamino)-2-pyridyl]piperazin-4-yl-carbonyl]nicotinic acid methyl ester and using 2-methoxyethylamine. And then, the product was recrystallized with methylene chloride and hexane to give a desired compound. The reactants are CCOC(=O)C1=C(C)NC(CO)=C(C(=O)OCC)C1c1cccs1, CCO, Cc1ccc(S(=O)(=O)O)cc1. Yields the product CCOC(=O)C1=C(C)NC2=C(C(=O)OC2)C1c1cccs1. As a reaction SMILES: [CH3:1][C:2]1=[C:7]([C:8](=[O:9])[O:10][CH2:11][CH3:12])[CH:6]([c:13]2[s:14][cH:15][cH:16][cH:17]2)[C:5]([C:18](=[O:19])[O:20][CH2:21][CH3:24])=[C:4]([CH2:22][OH:23])[NH:3]1.[CH3:36][CH2:37][OH:38].[c:25]1([CH3:26])[cH:27][cH:28][c:29]([S:30]([OH:31])(=[O:32])=[O:33])[cH:34][cH:35]1>>[CH3:1][C:2]1=[C:7]([C:8](=[O:9])[O:10][CH2:11][CH3:12])[CH:6]([c:13]2[s:14][cH:15][cH:16][cH:17]2)[C:5]2=[C:4]([NH:3]1)[CH2:21][O:20][C:18]2=[O:19]. Starting materials: CN1CCOc2cc(B(O)O)ccc21, CO, Cc1cc2nc(NC(=O)c3ccc(C(C)(C)O)cc3)cc(Cl)n2n1, [Na+], O=C([O-])O. The product is Cc1cc2nc(NC(=O)c3ccc(C(C)(C)O)cc3)cc(-c3ccc4c(c3)OCCN4C)n2n1. Reaction SMILES: [CH3:25][N:26]1[c:27]2[c:28]([cH:32][c:33]([B:36]([OH:37])[OH:38])[cH:34][cH:35]2)[O:29][CH2:30][CH2:31]1.[CH3:44][OH:45].[Cl:1][c:2]1[cH:3][c:4]([NH:12][C:13]([c:14]2[cH:15][cH:16][c:17]([C:20]([CH3:21])([CH3:22])[OH:23])[cH:18][cH:19]2)=[O:24])[n:5][c:6]2[n:7]1[n:8][c:9]([CH3:11])[cH:10]2.[Na+:43].[O-:39][C:40]([OH:41])=[O:42]>>[c:2]1(-[c:33]2[cH:32][c:28]3[c:27]([cH:35][cH:34]2)[N:26]([CH3:25])[CH2:31][CH2:30][O:29]3)[cH:3][c:4]([NH:12][C:13]([c:14]2[cH:15][cH:16][c:17]([C:20]([CH3:21])([CH3:22])[OH:23])[cH:18][cH:19]2)=[O:24])[n:5][c:6]2[n:7]1[n:8][c:9]([CH3:11])[cH:10]2. The reactants are C(=O)(C(F)(F)F)O (TFA), [H-].[Na+] (NaH), CS(=O)(=O)N (methanesulfonamide), FC=1C(=NC2=CC=CC(=C2N1)C1=CC=2C(NCCC2N1)=O)C (2-(3-fluoro-2-methylquinoxalin-5-yl)-6,7-dihydro-1H-pyrrolo[3,2-c]pyridin-4(5H)-one). Run in CS(=O)C (DMSO), CN(C)C=O (DMF). Reaction conditions: time 30 minute. Yields the product FC(C(=O)O)(F)F.CC=1C(=NC2=C(C=CC=C2N1)C1=CC=2C(NCCC2N1)=O)NS(=O)(=O)C (N-(3-methyl-8-(4-oxo-4,5,6,7-tetrahydro-1H-pyrrolo[3,2-c]pyridin-2-yl)quinoxalin-2-yl)methanesulfonamide 2,2,2-trifluoroacetate). The yield is 17.9%. Reaction SMILES: [H-].[Na+].[CH3:3][S:4]([NH2:7])(=[O:6])=[O:5].F[C:9]1[C:10]([CH3:29])=[N:11][C:12]2[C:17]([N:18]=1)=[C:16]([C:19]1[NH:27][C:26]3[CH2:25][CH2:24][NH:23][C:22](=[O:28])[C:21]=3[CH:20]=1)[CH:15]=[CH:14][CH:13]=2.[C:30]([OH:36])([C:32]([F:35])([F:34])[F:33])=[O:31]>CN(C=O)C.CS(C)=O>[F:33][C:32]([F:35])([F:34])[C:30]([OH:36])=[O:31].[CH3:29][C:10]1[C:9]([NH:7][S:4]([CH3:3])(=[O:6])=[O:5])=[N:18][C:17]2[C:12]([N:11]=1)=[CH:13][CH:14]=[CH:15][C:16]=2[C:19]1[NH:27][C:26]2[CH2:25][CH2:24][NH:23][C:22](=[O:28])[C:21]=2[CH:20]=1 |f:0.1,7.8|. Reported procedure: To a slurry of NaH (60% in mineral oil; 0.064 g, 1.606 mmol) in 1 mL DMF at 0° C. was added methanesulfonamide (TCI America, Portland, Oreg.; 0.153 g, 1.606 mmol) in portions. The ice/water bath was removed and the reaction warmed to RT. 2-(3-fluoro-2-methylquinoxalin-5-yl)-6,7-dihydro-1H-pyrrolo[3,2-c]pyridin-4(5H)-one (Example 126; 0.068 g, 0.229 mmol) was added. After 30 min, the reaction was cooled to 0° C., TFA (0.177 ml, 2.295 mmol) was added (dropwise via syringe), and 1 mL DMSO was added... Reactants: S(=O)(=O)=O (sulfur trioxide), ClC1=CC=C(C=C1)S(=O)(=O)O (p-chlorobenzenesulfonic acid), ClC1=CC=CC=C1 (chlorobenzene). Product: ClC1=CC=C(C=C1)S(=O)(=O)OS(=O)(=O)C1=CC=C(C=C1)Cl (p-Chlorobenzenesulfonic anhydride), product. Isolated yield 57.2%. Reaction SMILES: [S:1](=[O:4])(=[O:3])=[O:2].[Cl:5][C:6]1[CH:11]=[CH:10][CH:9]=[CH:8][CH:7]=1.[Cl:12][C:13]1[CH:18]=[CH:17][C:16]([S:19](O)(=[O:21])=[O:20])=[CH:15][CH:14]=1>>[Cl:5][C:6]1[CH:11]=[CH:10][C:9]([S:1]([O:4][S:19]([C:16]2[CH:17]=[CH:18][C:13]([Cl:12])=[CH:14][CH:15]=2)(=[O:21])=[O:20])(=[O:3])=[O:2])=[CH:8][CH:7]=1. Procedure details: p-Chlorobenzenesulfonic anhydride was prepared, as described in the previous example, by reacting 9.4 g (0.12 mole) of sulfur trioxide with 6.0 g (0.054 mole) of chlorobenzene. There was obtained 5.7 g (57.2% yield) of product with mp 140.0°-147.3° C. (lit. 130°-141° C. Christensen, Acta Chem. Scand. 15, 1507 (1961); lit. mp for p-chlorobenzenesulfonic acid =50.5° C., Dictionary of Org. Cpds., Vol. 2, 4th Edition, Oxford Univ. Press, N.Y., p. 601). Anal: Calc'd for C12H8O5S2Cl2 : C, 39.23; H, 2....